This data is from the Open Reaction Database (ORD), a public repository of structured organic reaction records. The task is: describe an organic reaction: reactants, conditions, products, and yield Starting materials: CC1=CC(=C(C=C1)Br)C (1,3-dimethyl-4-bromobenzene), CN(C(N(C)C)=O)C (tetramethylurea), CN1C(CCC1)=O (N-methylpyrrolidone), COC=1C=C(C=CC1)O (m-methoxyphenol), cuprous oxide, resultant mixture. Solvent: O (water). The product is CC1=CC(=C(C=C1)OC1=CC(=CC=C1)OC)C (1,3-dimethyl-4-(m-methoxyphenyloxy)-benzene). RXN SMILES: [CH3:1][C:2]1[CH:7]=[CH:6][C:5](Br)=[C:4]([CH3:9])[CH:3]=1.[CH3:10][O:11][C:12]1[CH:13]=[C:14]([OH:18])[CH:15]=[CH:16][CH:17]=1.CN(C)C(=O)N(C)C.CN1CCCC1=O>O>[CH3:1][C:2]1[CH:7]=[CH:6][C:5]([O:18][C:14]2[CH:15]=[CH:16][CH:17]=[C:12]([O:11][CH3:10])[CH:13]=2)=[C:4]([CH3:9])[CH:3]=1. Reported procedure: A mixture of 1,3-dimethyl-4-bromobenzene, 10.5 g. of m-methoxyphenol, 4.65 g. of cuprous oxide, 40 ml. of tetramethylurea, and 75 ml. of N-methylpyrrolidone is stirred at 165° for 96 hours. The resultant mixture is diluted with water and extracted with methylene chloride. The methylene chloride extracts are chromatographed on 300 g. of alumina with gradient elution using hexane:ether to give 1,3-dimethyl-4-(m-methoxyphenyloxy)-benzene. Reactants: Cl[Sn]Cl (SnCl2), CS(=O)(=O)C1=CC=C(C=C1)C(=C)N1CCCC1 (1-(methylsulfonyl)-4-(1-pyrrolidinylvinyl) benzene), 3-methyl sulfonylacetophenone, N1CCCC1 (pyrrolidine), CC1=NC(=C(C(=N1)Cl)[N+](=O)[O-])Cl (2-methyl-4,6-dichloro-5-nitropyrimidine), C(C)(C)N(C(C)C)CC (N,N-diisopropylethylamine), N1CCCCC1 (piperidine), Cl[Sn]Cl (SnCl2). The reagents and catalysts are Cl[Ti](Cl)(Cl)Cl (TiCl4). Run in CN(C)C=O (DMF), CCN(CC)CC (NEt3). Reaction conditions: temperature 140 celsius, time 16 hour. Product: CC1NCCC(C1)C1=NC=C2C(N1)=CC(=N2)C2=CC=C(C=C2)S(=O)(=O)C (1-[2-methyl-4-piperidyl pyrrolo[4,5-d]pyrimidin-6-yl]-4-(methylsulfonyl)benzene). The yield is 37.0%. RXN SMILES: [CH3:1][S:2]([C:5]1[CH:10]=[CH:9][C:8]([C:11]([N:13]2[CH2:17][CH2:16][CH2:15]C2)=C)=[CH:7][CH:6]=1)(=[O:4])=[O:3].N1CCCC1.[CH3:23][C:24]1[N:29]=C(Cl)C([N+]([O-])=O)=[C:26](Cl)[N:25]=1.C([N:38]([CH2:42][CH3:43])[CH:39]([CH3:41])[CH3:40])(C)C.N1CCCCC1.Cl[Sn]Cl>CN(C=O)C.Cl[Ti](Cl)(Cl)Cl.CCN(CC)CC>[CH3:41][CH:39]1[CH2:40][CH:23]([C:24]2[NH:29][C:16]3=[CH:15][C:11]([C:8]4[CH:7]=[CH:6][C:5]([S:2]([CH3:1])(=[O:3])=[O:4])=[CH:10][CH:9]=4)=[N:13][C:17]3=[CH:26][N:25]=2)[CH2:43][CH2:42][NH:38]1. Procedure details: Using the method described in Example 30 by employing 1-(methylsulfonyl)-4-(1-pyrrolidinylvinyl) benzene (freshly prepared before use from 3-methyl sulfonylacetophenone (Acros Chemical Company), pyrrolidine and TiCl4 (2.01 g, 8.00 mmol), 2-methyl-4,6-dichloro-5-nitropyrimidine (Example 76(b)) (1.71 g, 8.00 mmol), N,N-diisopropylethylamine (1.4 mL, 8.0 mmol), piperidine (1.3 mL, 12.8 mmol), NEt3 (1.4 mL) and SnCl2 (24 mL of a 2 M soln in DMF). In this example the SnCl2 solution was added to the r... Reactants: COc1cc(NC(=O)NC(CN2CCC(Cc3ccc(Cl)c(Cl)c3)CC2)C(C)C)cc(OC)c1OC, CCI. The product is CC[N+]1(CC(NC(=O)Nc2cc(OC)c(OC)c(OC)c2)C(C)C)CCC(Cc2ccc(Cl)c(Cl)c2)CC1, [I-]. Reaction SMILES: [Cl:1][c:2]1[cH:3][c:4]([CH2:5][CH:6]2[CH2:7][CH2:8][N:9]([CH2:12][CH:13]([CH:14]([CH3:15])[CH3:16])[NH:17][C:18](=[O:19])[NH:20][c:21]3[cH:22][c:23]([O:31][CH3:32])[c:24]([O:29][CH3:30])[c:25]([O:27][CH3:28])[cH:26]3)[CH2:10][CH2:11]2)[cH:33][cH:34][c:35]1[Cl:36].[I:37][CH2:38][CH3:39]>>[Cl:1][c:2]1[cH:3][c:4]([CH2:5][CH:6]2[CH2:7][CH2:8][N+:9]([CH2:12][CH:13]([CH:14]([CH3:15])[CH3:16])[NH:17][C:18](=[O:19])[NH:20][c:21]3[cH:22][c:23]([O:31][CH3:32])[c:24]([O:29][CH3:30])[c:25]([O:27][CH3:28])[cH:26]3)([CH2:38][CH3:39])[CH2:10][CH2:11]2)[cH:33][cH:34][c:35]1[Cl:36].[I-:37]. Starting materials: C(C)OC(COC1=C(C(=C(C=C1)C(C)=O)O)CCC)=O ((4-acetyl-3-hydroxy-2-propylphenoxy)acetic acid ethyl ester), BrCCOCCOCCOCCBr (1,11-dibromo-3,6,9-trioxaundecane), C([O-])([O-])=O.[K+].[K+] (potassium carbonate), C([O-])([O-])=O.[K+].[K+] (potassium carbonate). Run in CC(=O)C (acetone), CN(C=O)C (dimethylformamide). Conditions: time 24 hour. The product is C(C)OC(COC1=C(C(=C(C=C1)C(C)=O)OCCOCCOCCOCCBr)CCC)=O ([4-acetyl-3-[2-[2-[2-(2-bromoethoxy)ethoxy]ethoxy]ethoxy]-2-propylphenoxy]acetic acid ethyl ester). Isolated yield 61.6%. As a reaction SMILES: [CH2:1]([O:3][C:4](=[O:20])[CH2:5][O:6][C:7]1[CH:12]=[CH:11][C:10]([C:13](=[O:15])[CH3:14])=[C:9]([OH:16])[C:8]=1[CH2:17][CH2:18][CH3:19])[CH3:2].[Br:21][CH2:22][CH2:23][O:24][CH2:25][CH2:26][O:27][CH2:28][CH2:29][O:30][CH2:31][CH2:32]Br.C(=O)([O-])[O-].[K+].[K+]>CC(C)=O.CN(C)C=O>[CH2:1]([O:3][C:4](=[O:20])[CH2:5][O:6][C:7]1[CH:12]=[CH:11][C:10]([C:13](=[O:15])[CH3:14])=[C:9]([O:16][CH2:32][CH2:31][O:30][CH2:29][CH2:28][O:27][CH2:26][CH2:25][O:24][CH2:23][CH2:22][Br:21])[C:8]=1[CH2:17][CH2:18][CH3:19])[CH3:2] |f:2.3.4|. Procedure details: A mixture of 2.8 g (0.01 mole) of (4-acetyl-3-hydroxy-2-propylphenoxy)acetic acid ethyl ester, 11.0 g (0.034 mole) of 1,11-dibromo-3,6,9-trioxaundecane and 2.8 g (0.02 mole) of anhydrous potassium carbonate in 60 ml of anhydrous acetone and 30 ml of anhydrous dimethylformamide was stirred at reflux for 16 hours. An additional 1.4 g of potassium carbonate was added and reflux was continued for 24 hours. The solvents were removed in vacuo and the residue was chromatographed on 200 g of silica gel.... Reactants: C(C1=CC=CC=C1)N1CC(C(CC1)=O)CC(C1=CC=CC=C1)=O (1-benzyl-3-(2-oxo-2-phenylethyl)piperidin-4-one). Solvent: Cl (HCl). Product: C(C1=CC=CC=C1)N1CC2=C(CC1)OC(=C2)C2=CC=CC=C2 (5-benzyl-2-phenyl-4,5,6,7-tetrahydrofuro[3,2-c]pyridine). Isolated yield 53.6%. RXN SMILES: [CH2:1]([N:8]1[CH2:13][CH2:12][C:11](=O)[CH:10]([CH2:15][C:16](=[O:23])[C:17]2[CH:22]=[CH:21][CH:20]=[CH:19][CH:18]=2)[CH2:9]1)[C:2]1[CH:7]=[CH:6][CH:5]=[CH:4][CH:3]=1>Cl>[CH2:1]([N:8]1[CH2:13][CH2:12][C:11]2[O:23][C:16]([C:17]3[CH:18]=[CH:19][CH:20]=[CH:21][CH:22]=3)=[CH:15][C:10]=2[CH2:9]1)[C:2]1[CH:3]=[CH:4][CH:5]=[CH:6][CH:7]=1. Procedure: A solution of 1-benzyl-3-(2-oxo-2-phenylethyl)piperidin-4-one (4.0 g, 0.0129 mol) in conc. HCl (50 mL) was heated at reflux for 3 h. After consumption of the starting material as determined by TLC, the reaction mixture was cooled down to RT and made alkaline by the addition of NH4OH, then extracted with diethyl ether. The organics were dried over Na2SO4 and concentrated to afford 5-benzyl-2-phenyl-4,5,6,7-tetrahydrofuro[3,2-c]pyridine (2.0 g, 66.66%) as a white solid. Reactants: ClC(CN)=C (2-chloroallylamine), ClC1=C(C=C(C(=C1[N+](=O)[O-])Cl)[N+](=O)[O-])C(F)(F)F (2,4-dichloro-3,5-dinitrobenzotrifluoride). Run in C(C)O (ethanol). Yields the product ClC(CNC1=C(C(=C(C=C1[N+](=O)[O-])C(F)(F)F)Cl)[N+](=O)[O-])=C (N-(2-chloroallyl)-3-chloro-2,6-dinitro-4-trifluoromethylaniline). As a reaction SMILES: [Cl:1][C:2](=[CH2:5])[CH2:3][NH2:4].[Cl:6][C:7]1[C:12]([N+:13]([O-:15])=[O:14])=[C:11](Cl)[C:10]([N+:17]([O-:19])=[O:18])=[CH:9][C:8]=1[C:20]([F:23])([F:22])[F:21]>C(O)C>[Cl:1][C:2](=[CH2:5])[CH2:3][NH:4][C:11]1[C:10]([N+:17]([O-:19])=[O:18])=[CH:9][C:8]([C:20]([F:21])([F:22])[F:23])=[C:7]([Cl:6])[C:12]=1[N+:13]([O-:15])=[O:14]. Procedure: The compound was repared by reacting 2-chloroallylamine with 2,4-dichloro-3,5-dinitrobenzotrifluoride in ethanol. After recrystallization from ethanol, the compound melts at 78° - 80°C.